Dataset: the Open Reaction Database (ORD), a public repository of structured organic reaction records. Task: describe an organic reaction: reactants, conditions, products, and yield Starting materials: CCCc1cc(C(O)(C(F)(F)F)C(F)(F)F)ccc1Br, [Li]CCCC, CCCCCC, CN(C)C=O, C1CCOC1. Yields the product CCCc1cc(C(O)(C(F)(F)F)C(F)(F)F)ccc1C=O. RXN SMILES: [Br:1][c:2]1[c:3]([CH2:18][CH2:19][CH3:20])[cH:4][c:5]([C:8]([C:9]([F:10])([F:11])[F:12])([C:13]([F:14])([F:15])[F:16])[OH:17])[cH:6][cH:7]1.[CH2:21]([Li:22])[CH2:23][CH2:24][CH3:25].[CH3:26][CH2:27][CH2:28][CH2:29][CH2:30][CH3:31].[CH3:32][N:33]([CH:34]=[O:35])[CH3:36].[O:37]1[CH2:38][CH2:39][CH2:40][CH2:41]1>>[c:2]1([CH:34]=[O:35])[c:3]([CH2:18][CH2:19][CH3:20])[cH:4][c:5]([C:8]([C:9]([F:10])([F:11])[F:12])([C:13]([F:14])([F:15])[F:16])[OH:17])[cH:6][cH:7]1. Starting materials: C(C)(C)(C)OC(=O)N1CC2=CC3=CC(=C(N=C3N2[C@@H](C1)C)Cl)C ((R)-6-chloro-4,7-dimethyl-3,4-dihydro-1H-2,4a,5-triaza-fluorene-2-carboxylic acid tert-butyl ester), C(#N)[BH3-].[Na+] (sodium cyanoborohydride). The solvent is C(C)(=O)O (acetic acid). The product is C(C)(C)(C)OC(=O)N1C[C@H]2CC3=CC(=C(N=C3N2[C@@H](C1)C)Cl)C ((4R,9aR)-6-Chloro-4,7-dimethyl-3,4,9,9a-tetrahydro-1 H-2,4a,5-triaza-fluorene-2-carboxylic acid tert-butyl ester). Yield: 80.3%. As a reaction SMILES: [C:1]([O:5][C:6]([N:8]1[CH2:20][C@@H:19]([CH3:21])[N:18]2[C:10](=[CH:11][C:12]3[C:17]2=[N:16][C:15]([Cl:22])=[C:14]([CH3:23])[CH:13]=3)[CH2:9]1)=[O:7])([CH3:4])([CH3:3])[CH3:2].C([BH3-])#N.[Na+]>C(O)(=O)C>[C:1]([O:5][C:6]([N:8]1[CH2:20][C@@H:19]([CH3:21])[N:18]2[C@H:10]([CH2:11][C:12]3[C:17]2=[N:16][C:15]([Cl:22])=[C:14]([CH3:23])[CH:13]=3)[CH2:9]1)=[O:7])([CH3:3])([CH3:4])[CH3:2] |f:1.2|. Procedure details: To a solution of 0.26 g (0.77 mmol) (R)-6-chloro-4,7-dimethyl-3,4-dihydro-1H-2,4a,5-triaza-fluorene-2-carboxylic acid tert-butyl ester in 5 mL acetic acid was added 0.24 g (3.87 mmol) sodium cyanoborohydride. After 2 h the volatile components were removed at a rotary evaporator and the residue was taken up in ethyl acetate and treated with 32% aqueous sodium hydroxide solution until a pH of 11 was obtained. The aqueous phase was extracted twice with ethyl acetate and the combined organic layers ... The reactants are [Si](C)(C)(C(C)(C)C)O[C@@H](C[C@@H]1C=2C=3C(=NC=NC3SC2CC1)OC1CCC(CC1)N(C(OC(C)(C)C)=O)C)C(N)=O (tert-butyl N-(4-[[(3R)-3-[(2S)-2-[(tert-butyldimethylsilyl)oxy]-2-carbamoylethyl]-7-thia-9,11-diazatricyclo[6.4.0.0[2,6]]dodeca-1(8),2(6),9,11-tetraen-12-yl]oxy]cyclohexyl)-N-methylcarbamate), Cl (hydrogen chloride), [NH4+].[OH-] (NH4OH). Run in ClCCl (dichloromethane). Conditions: time 15 minute. Product: O[C@H](C(=O)N)C[C@@H]1C=2C=3C(=NC=NC3SC2CC1)OC1CCC(CC1)NC ((2S)-2-hydroxy-3-[(3R)-12-[[4-(methylamino)cyclohexyl]oxy]-7-thia-9,11-diazatricyclo[6.4.0.0[2,6]]dodeca-1(8),2(6),9,11-tetraen-3-yl]propanamide). The yield is 47.6%. As a reaction SMILES: [Si]([O:8][C@H:9]([C:39](=[O:41])[NH2:40])[CH2:10][C@H:11]1[CH2:22][CH2:21][C:20]2[S:19][C:18]3[N:17]=[CH:16][N:15]=[C:14]([O:23][CH:24]4[CH2:29][CH2:28][CH:27]([N:30](C)[C:31](=O)OC(C)(C)C)[CH2:26][CH2:25]4)[C:13]=3[C:12]1=2)(C(C)(C)C)(C)C.Cl.[NH4+].[OH-]>ClCCl>[OH:8][C@@H:9]([CH2:10][C@H:11]1[CH2:22][CH2:21][C:20]2[S:19][C:18]3[N:17]=[CH:16][N:15]=[C:14]([O:23][CH:24]4[CH2:25][CH2:26][CH:27]([NH:30][CH3:31])[CH2:28][CH2:29]4)[C:13]=3[C:12]1=2)[C:39]([NH2:40])=[O:41] |f:2.3|. Procedure: A solution of tert-butyl N-(4-[[(3R)-3-[(2S)-2-[(tert-butyldimethylsilyl)oxy]-2-carbamoylethyl]-7-thia-9,11-diazatricyclo[6.4.0.0[2,6]]dodeca-1(8),2(6),9,11-tetraen-12-yl]oxy]cyclohexyl)-N-methylcarbamate (160 mg, 0.26 mmol, 1.00 equiv) and hydrogen chloride (conc.) (0.3 mL) in dichloromethane (10 mL) was stirred for 2 h at 0° C. in a water/ice bath. The pH value of the solution was adjusted to 8 with NH4OH. The resulting mixture was concentrated under vacuum. The crude product (150 mg) was puri... The reactants are compound C, BrCCCCCCBr (1,6-dibromohexane), COC=1C=C(C=CC1OC)C1=NN(C([C@H]2CCCC[C@@H]12)=O)CCCCBr ((cis)-4-(3,4-Dimethoxyphenyl)-2-(4-bromo-1-butyl)-4a,5,6,7,8,8a-hexahydro-2H-phthalazin-1-one). Product: COC=1C=C(C=CC1OC)C1=NN(C([C@H]2CC=CC[C@@H]12)=O)CCCCCCBr ((cis)-4-(3,4-Dimethoxyphenyl)-2-(6-bromo-1-hexyl)-4a,5,8,8a-tetrahydro-2H-phthalazin-1-one). RXN SMILES: Br[CH2:2][CH2:3][CH2:4][CH2:5][CH2:6][CH2:7][Br:8].[CH3:9][O:10][C:11]1[CH:12]=[C:13]([C:19]2[C@H:28]3[C@H:23]([CH2:24][CH2:25][CH2:26][CH2:27]3)[C:22](=[O:29])[N:21](CCCCBr)[N:20]=2)[CH:14]=[CH:15][C:16]=1[O:17][CH3:18]>>[CH3:9][O:10][C:11]1[CH:12]=[C:13]([C:19]2[C@H:28]3[C@H:23]([CH2:24][CH:25]=[CH:26][CH2:27]3)[C:22](=[O:29])[N:21]([CH2:2][CH2:3][CH2:4][CH2:5][CH2:6][CH2:7][Br:8])[N:20]=2)[CH:14]=[CH:15][C:16]=1[O:17][CH3:18]. Procedure details: Prepared from compound C and 1,6-dibromohexane as described for compound 58. M.p. 55°-56° C.